Task: describe an organic reaction: reactants, conditions, products, and yield. Dataset: the Open Reaction Database (ORD), a public repository of structured organic reaction records The reactants are BrC=1C=C(C(=NC1)OC)OC (5-bromo-2,3-dimethoxypyridine), SCCC(=O)OC (methyl 3-sulfanylpropanoate), C(C)N(C(C)C)C(C)C (N-ethyl-N-isopropylpropan-2-amine). Reagents/catalysts: C=1C=CC(=CC1)/C=C/C(=O)/C=C/C2=CC=CC=C2.C=1C=CC(=CC1)/C=C/C(=O)/C=C/C2=CC=CC=C2.C=1C=CC(=CC1)/C=C/C(=O)/C=C/C2=CC=CC=C2.[Pd].[Pd] (Pd2(dba)3), CC1(C2=C(C(=CC=C2)P(C3=CC=CC=C3)C4=CC=CC=C4)OC5=C(C=CC=C51)P(C6=CC=CC=C6)C7=CC=CC=C7)C (Xantphos). Run in O1CCOCC1 (dioxane). Yields the product COC=1C=C(C=NC1OC)SCCC(=O)OC (methyl 3-[(5,6-dimethoxypyridin-3-yl)sulfanyl]propanoate). Isolated yield 105.1%. RXN SMILES: Br[C:2]1[CH:3]=[C:4]([O:10][CH3:11])[C:5]([O:8][CH3:9])=[N:6][CH:7]=1.[SH:12][CH2:13][CH2:14][C:15]([O:17][CH3:18])=[O:16].C(N(C(C)C)C(C)C)C>O1CCOCC1.C1C=CC(/C=C/C(/C=C/C2C=CC=CC=2)=O)=CC=1.C1C=CC(/C=C/C(/C=C/C2C=CC=CC=2)=O)=CC=1.C1C=CC(/C=C/C(/C=C/C2C=CC=CC=2)=O)=CC=1.[Pd].[Pd].CC1(C)C2C(=C(P(C3C=CC=CC=3)C3C=CC=CC=3)C=CC=2)OC2C(P(C3C=CC=CC=3)C3C=CC=CC=3)=CC=CC1=2>[CH3:11][O:10][C:4]1[CH:3]=[C:2]([S:12][CH2:13][CH2:14][C:15]([O:17][CH3:18])=[O:16])[CH:7]=[N:6][C:5]=1[O:8][CH3:9] |f:4.5.6.7.8|. Reported procedure: To a solution of 5-bromo-2,3-dimethoxypyridine (2 g, 9.17 mmol) in dioxane (30 ml) was added methyl 3-sulfanylpropanoate (1.21 g, 10.1 mmol), N-ethyl-N-isopropylpropan-2-amine (3.03 ml, 18.3 mmol), Pd2(dba)3 (0.34 g, 0.37 mmol) and Xantphos (0.43 g, 0.73 mmol) at room temperature under an atmosphere of nitrogen. The reaction was degassed by evacuating and flushing with nitrogen and heated at reflux for 18 hours and then allowed to cool and filtered, washing with ethyl acetate. The filtrate was c... The reactants are ClC1=C(C2=C(CCN(CC2)C(C(F)(F)F)=O)C=C1)OS(=O)(=O)C(F)(F)F (7-chloro-3-(2,2,2-trifluoroacetyl)-6-trifluoromethanesulfonyloxy-2,3,4,5-tetrahydro-1H-benzo[d]azepine), FC1=CC=C(C=C1)[C@H](C)N ((S)-1-(4-fluorophenyl)ethylamine). The solvent is C1(=CC=CC=C1)C (toluene). Yields the product ClC1=C(C2=C(CCN(CC2)C(C(F)(F)F)=O)C=C1)N[C@@H](C)C1=CC=C(C=C1)F (7-chloro-6-[1-(S)-(4-fluorophenyl)-ethylamino]-3-(2,2,2-trifluoroacetyl)-2,3,4,5-tetrahydro-1H-benzo[d]azepine). Isolated yield 58.2%. Reaction SMILES: [Cl:1][C:2]1[CH:18]=[CH:17][C:5]2[CH2:6][CH2:7][N:8]([C:11](=[O:16])[C:12]([F:15])([F:14])[F:13])[CH2:9][CH2:10][C:4]=2[C:3]=1OS(C(F)(F)F)(=O)=O.[F:27][C:28]1[CH:33]=[CH:32][C:31]([C@@H:34]([NH2:36])[CH3:35])=[CH:30][CH:29]=1>C1(C)C=CC=CC=1>[Cl:1][C:2]1[CH:18]=[CH:17][C:5]2[CH2:6][CH2:7][N:8]([C:11](=[O:16])[C:12]([F:14])([F:15])[F:13])[CH2:9][CH2:10][C:4]=2[C:3]=1[NH:36][C@H:34]([C:31]1[CH:32]=[CH:33][C:28]([F:27])=[CH:29][CH:30]=1)[CH3:35]. Procedure details: Use a method similar to the General Procedure 5-2 to couple 7-chloro-3-(2,2,2-trifluoroacetyl)-6-trifluoromethanesulfonyloxy-2,3,4,5-tetrahydro-1H-benzo[d]azepine (7.0 g, 16.4 mmol) with (S)-1-(4-fluorophenyl)ethylamine (6.9 g, 49.3 mmol) in toluene (175 mL). Purify by chromatography on silica gel eluting with hexane/EtOAc (9:1 to 1:1) followed by SCX chromatography [pre-wash column with methanol followed by DCM, load material dissolved in DCM, then elute with DCM/2M ammonia in methanol (1:1) an... The solvent is triacetone. Procedure: 1.5 g of 2-bromo-5-chloro-2-methylindan-1-one are dissolved together with 460 mg of thiourea in 50 ml of triacetone and boiled under reflux for 8 h. The precipitate is filtered off with suction, washed with acetone and dried in vacuo. 2-Amino-6-chloro-8a-methyl-8,8a-dihydroindeno[1,2-d]thiazol-3a-ol hydrobromide is obtained and melts at 229° C. with decomposition. Product: Br.NC=1SC2(C(N1)(C=1C=CC(=CC1C2)Cl)O)C (2-Amino-6-chloro-8a-methyl-8,8a-dihydroindeno[1,2-d]thiazol-3a-ol hydrobromide). RXN SMILES: [Br:1][C:2]1([CH3:13])[CH2:10][C:9]2[C:4](=[CH:5][CH:6]=[C:7]([Cl:11])[CH:8]=2)[C:3]1=[O:12].[NH2:14][C:15]([NH2:17])=[S:16]>>[BrH:1].[NH2:17][C:15]1[S:16][C:2]2([CH3:13])[CH2:10][C:9]3[CH:8]=[C:7]([Cl:11])[CH:6]=[CH:5][C:4]=3[C:3]2([OH:12])[N:14]=1 |f:2.3|. Reactants: BrC1(C(C2=CC=C(C=C2C1)Cl)=O)C (2-bromo-5-chloro-2-methylindan-1-one), NC(=S)N (thiourea). Reactants: C=C1CC(C1)C#N (3-methylenecyclobutanecarbonitrile), C(C)(C)[N-]C(C)C.[Li+] (lithium diisopropylamide), COCCl (chloromethyl methyl ether). Run in O1CCCC1 (tetrahydrofuran), O1CCCC1 (tetrahydrofuran). Conditions: temperature -78 celsius, time 30 minute. Yields the product COCC1(CC(C1)=C)C#N (1-(methoxymethyl)-3-methylenecyclobutanecarbonitrile). As a reaction SMILES: [CH2:1]=[C:2]1[CH2:5][CH:4]([C:6]#[N:7])[CH2:3]1.C([N-]C(C)C)(C)C.[Li+].[CH3:16][O:17][CH2:18]Cl>O1CCCC1>[CH3:16][O:17][CH2:18][C:4]1([C:6]#[N:7])[CH2:5][C:2](=[CH2:1])[CH2:3]1 |f:1.2|. Procedure details: To a mixture of 3-methylenecyclobutanecarbonitrile (1.00 g, 0.0107 mol) in tetrahydrofuran (40 mL, 0.5 mol) was added 2.00 M of lithium diisopropylamide in tetrahydrofuran (6.44 mL) at −78° C. After stirred at −78° C. for 30 min, to the resulting mixture was added chloromethyl methyl ether (1.02 mL, 0.0134 mol). The reaction was stirred at −78° C. for 30 min, then allowed to warm up to rt, quenched with ammonium chloride, then extracted with ether. The combined organic layers were washed with wa... The reactants are CC(=O)CC(C)=O, COc1nn(-c2ccc(N)c(C)c2)c(=O)o1, CC(=O)O. Yields the product COc1nn(-c2ccc(NC(C)=CC(C)=O)c(C)c2)c(=O)o1. As a reaction SMILES: [CH3:17][C:18](=[O:19])[CH2:20][C:21]([CH3:22])=[O:23].[CH3:1][O:2][c:3]1[n:4][n:5](-[c:9]2[cH:10][c:11]([CH3:16])[c:12]([NH2:15])[cH:13][cH:14]2)[c:6](=[O:8])[o:7]1.[CH3:24][C:25](=[O:26])[OH:27]>>[CH3:1][O:2][c:3]1[n:4][n:5](-[c:9]2[cH:10][c:11]([CH3:16])[c:12]([NH:15][C:21](=[CH:20][C:18]([CH3:17])=[O:19])[CH3:22])[cH:13][cH:14]2)[c:6](=[O:8])[o:7]1. Reactants: C(CCCCC)OC1=CC=C(C=O)C=C1 (4-Hexyloxybenzaldehyde), [OH-].[Na+] (sodium hydroxide), C1(CCCCC1)=O (Cyclohexanone). Solvent: C(C)O (ethanol), C(C)O (ethanol), C(C)O (ethanol), O (water). Conditions: time 20 minute. Yields the product C(CCCCC)OC1=CC=C(C=C2C(C(CCC2)=CC2=CC=C(C=C2)OCCCCCC)=O)C=C1 (2,6-Bis-(4-hexyloxy-benzylidene)-cyclohexanone). RXN SMILES: [C:1]1(=[O:7])[CH2:6][CH2:5][CH2:4][CH2:3][CH2:2]1.[OH-:8].[Na+].[CH2:10]([O:16][C:17]1[CH:24]=[CH:23][C:20]([CH:21]=O)=[CH:19][CH:18]=1)[CH2:11][CH2:12][CH2:13][CH2:14][CH3:15]>C(O)C.O>[CH2:10]([O:7][C:1]1[CH:6]=[CH:5][C:4]([CH:21]=[C:20]2[CH2:23][CH2:24][CH2:17][C:18](=[CH:21][C:20]3[CH:23]=[CH:24][C:17]([O:16][CH2:10][CH2:11][CH2:12][CH2:13][CH2:14][CH3:15])=[CH:18][CH:19]=3)[C:19]2=[O:8])=[CH:3][CH:2]=1)[CH2:11][CH2:12][CH2:13][CH2:14][CH3:15] |f:1.2|. Procedure: Cyclohexanone (2.6 ml, 0.025 mol) was dissolved in ethanol (5 ml), and was added to sodium hydroxide (0.38 g, 0.01 mol) dissolved in water (6 ml) and ethanol (2 ml) and was left to stir for 20 min. 4-Hexyloxybenzaldehyde (10 ml, 0.048 mol), dissolved in ethanol (40 ml), was added and the mixture was stirred at room temperature for 16 h. A yellow crystalline solid was isolated by vacuum filtration and was washed with cold ethanol and dried in a vacuum oven. Yield=4.32 g, 36%. 1H NMR and 13C NMR s... Reactants: BrBr (bromine), CC1=CC2=C(C=CO2)C=C1 (6-methylbenzofuran). The solvent is C(=S)=S (carbon disulphide), C(=S)=S (carbon disulphide). Conditions: temperature 150 celsius. Product: BrC=1OC2=C(C1)C=CC(=C2)C (2-bromo-6-methylbenzofuran). The yield is 98.8%. Reaction SMILES: [Br:1]Br.[CH3:3][C:4]1[CH:12]=[CH:11][C:7]2[CH:8]=[CH:9][O:10][C:6]=2[CH:5]=1>C(=S)=S>[Br:1][C:9]1[O:10][C:6]2[CH:5]=[C:4]([CH3:3])[CH:12]=[CH:11][C:7]=2[CH:8]=1. Procedure details: A solution of bromine (8.4 g, 0.0525 mol) in carbon disulphide (75 cm3) was added dropwise to a stirred solution of 6-methylbenzofuran (7.64 g, 0.0516 mol) in carbon disulphide (125 cm3) at below 10° C. The solvent was removed and the residue was heated at 150° C. for 1.5 hr. under reduced pressure. The residue was subjected to column chromatography on silica using petroleum ether (b.p. 60°-80° C.) as the eluant. The solvent was removed from the appropriate fractions to give 2-bromo-6-methylbenz...